From a dataset of the Open Reaction Database (ORD), a public repository of structured organic reaction records. describe an organic reaction: reactants, conditions, products, and yield Starting materials: ClCC1=NN(C2=NC(=CC=C21)NCC2=CC=C(C=C2)OC)CC2=CC=C(C=C2)OC (3-(chloromethyl)-N,1-bis(4-methoxybenzyl)-1H-pyrazolo[3,4-b]pyridin-6-amine), [Cl-].[NH4+] (ammonium chloride), ClC1=C(C#N)C=C(C=C1OC1=C(C=CC=2NN=NC21)Cl)Cl (2,5-dichloro-3-[(5-chloro-1H-1,2,3-benzotriazol-4-yl)oxy]benzonitrile), CC(C)([O-])C.[Li+] (lithium tert-butoxide). Run at time 5 minute. Solvent: CN(C)C=O (DMF), CN(C)C=O (DMF). The product is ClC1=C(C#N)C=C(C=C1OC1=C(C=CC=2N(N=NC21)CC2=NN(C1=NC(=CC=C12)NCC1=CC=C(C=C1)OC)CC1=CC=C(C=C1)OC)Cl)Cl (2,5-dichloro-3-{[5-chloro-1-({1-(4-methoxybenzyl)-6-[(4-methoxybenzyl)amino]-1H-pyrazolo[3,4-b]pyridin-3-yl}methyl)-1H-1,2,3-benzotriazol-4-yl]oxy}benzonitrile). Procedure: 2,5-dichloro-3-[(5-chloro-1H-1,2,3-benzotriazol-4-yl)oxy]benzonitrile (90 mg, 0.265 mmol) and lithium tert-butoxide (22 mg, 0.278 mmol) were dissolved in DMF (1 mL) and the solution stirred for 5 minutes at room temperature. The reaction mixture was cooled to 0° C. and 3-(chloromethyl)-N,1-bis(4-methoxybenzyl)-1H-pyrazolo[3,4-b]pyridin-6-amine (112 mg, 0.265 mmol) in DMF (1.5 mL) was added. After the addition, the solution was allowed to warm to room temperature and stirred for 16 hours, after w... Reaction SMILES: [Cl:1][C:2]1[C:9]([O:10][C:11]2[C:19]3[N:18]=[N:17][NH:16][C:15]=3[CH:14]=[CH:13][C:12]=2[Cl:20])=[CH:8][C:7]([Cl:21])=[CH:6][C:3]=1[C:4]#[N:5].CC(C)([O-])C.[Li+].Cl[CH2:29][C:30]1[C:38]2[C:33](=[N:34][C:35]([NH:39][CH2:40][C:41]3[CH:46]=[CH:45][C:44]([O:47][CH3:48])=[CH:43][CH:42]=3)=[CH:36][CH:37]=2)[N:32]([CH2:49][C:50]2[CH:55]=[CH:54][C:53]([O:56][CH3:57])=[CH:52][CH:51]=2)[N:31]=1.[Cl-].[NH4+]>CN(C=O)C>[Cl:1][C:2]1[C:9]([O:10][C:11]2[C:19]3[N:18]=[N:17][N:16]([CH2:29][C:30]4[C:38]5[C:33](=[N:34][C:35]([NH:39][CH2:40][C:41]6[CH:42]=[CH:43][C:44]([O:47][CH3:48])=[CH:45][CH:46]=6)=[CH:36][CH:37]=5)[N:32]([CH2:49][C:50]5[CH:51]=[CH:52][C:53]([O:56][CH3:57])=[CH:54][CH:55]=5)[N:31]=4)[C:15]=3[CH:14]=[CH:13][C:12]=2[Cl:20])=[CH:8][C:7]([Cl:21])=[CH:6][C:3]=1[C:4]#[N:5] |f:1.2,4.5|. Reactants: OCCCOc1ccc(Br)cc1, Oc1c(Cl)cc(OCC=C(Cl)Cl)cc1Cl, C1CCOC1, c1ccc(P(c2ccccc2)c2ccccc2)cc1. The product is ClC(Cl)=CCOc1cc(Cl)c(OCCCOc2ccc(Br)cc2)c(Cl)c1. Reaction SMILES: [Br:16][c:17]1[cH:18][cH:19][c:20]([O:21][CH2:22][CH2:23][CH2:24][OH:25])[cH:26][cH:27]1.[Cl:1][c:2]1[c:3]([OH:15])[c:4]([Cl:14])[cH:5][c:6]([O:8][CH2:9][CH:10]=[C:11]([Cl:12])[Cl:13])[cH:7]1.[O:47]1[CH2:48][CH2:49][CH2:50][CH2:51]1.[c:28]1([P:29]([c:30]2[cH:31][cH:32][cH:33][cH:34][cH:35]2)[c:36]2[cH:37][cH:38][cH:39][cH:40][cH:41]2)[cH:42][cH:43][cH:44][cH:45][cH:46]1>>[Cl:1][c:2]1[c:3]([O:15][CH2:24][CH2:23][CH2:22][O:21][c:20]2[cH:19][cH:18][c:17]([Br:16])[cH:27][cH:26]2)[c:4]([Cl:14])[cH:5][c:6]([O:8][CH2:9][CH:10]=[C:11]([Cl:12])[Cl:13])[cH:7]1. Reactants: C(C)OC(=O)CCCC1SC2=C(NC1=O)C=CC=C2 (2-(3-ethoxycarbonylpropyl)-2H-1,4-benzothiazin-3(4H)-one), [H-].[Al+3].[Li+].[H-].[H-].[H-] (lithium aluminum hydride), O (water). Solvent: CCOCC (ether), CCOCC (ether). Conditions: time 1 hour. Yields the product OCCCCC1SC2=C(NC1=O)C=CC=C2 (2-(4-hydroxybutyl)-2H-1,4-benzothiazin-3(4H)-one). Isolated yield 55.2%. As a reaction SMILES: [H-].[Al+3].[Li+].[H-].[H-].[H-].C([O:9][C:10]([CH2:12][CH2:13][CH2:14][CH:15]1[C:20](=[O:21])[NH:19][C:18]2[CH:22]=[CH:23][CH:24]=[CH:25][C:17]=2[S:16]1)=O)C.O>CCOCC>[OH:9][CH2:10][CH2:12][CH2:13][CH2:14][CH:15]1[C:20](=[O:21])[NH:19][C:18]2[CH:22]=[CH:23][CH:24]=[CH:25][C:17]=2[S:16]1 |f:0.1.2.3.4.5|. Procedure: To a suspension of 0.46 g of lithium aluminum hydride in 50 ml of ether was added dropwise, with ice-cooling, a solution of 1.6 g of 2-(3-ethoxycarbonylpropyl)-2H-1,4-benzothiazin-3(4H)-one in ether (30 ml). After the mixture was stirred for one hour, water was added dropwise thereto. The resultant white precipitates were filtered off, and the filtrate was dried (MgSO4). The solvent was evaporated off, and the residue was subjected to a column chromatography on silica-gel (70 g). From the eluate... The reactants are S(=O)(=O)([O-])[O-].[NH4+].[NH4+] (ammonium sulfate), S(=O)(=O)([O-])[O-].[Cu+2] (copper sulfate), [OH-].[NH4+] (ammonium hydroxide). Run in aqueous solution. Product: [OH-].[OH-].[O-]S(=O)(=O)[O-].[O-]S(=O)(=O)[O-].[Cu+2].[Cu+2].[Cu+2] (tribasic copper sulfate). Yield: 71.4%. Reaction SMILES: [S:1]([O-:5])([O-:4])(=[O:3])=[O:2].[NH4+].[NH4+].[S:8]([O-:12])([O-:11])(=[O:10])=[O:9].[Cu+2:13].[OH-].[NH4+]>>[OH-:2].[OH-:9].[O-:4][S:1]([O-:5])(=[O:3])=[O:2].[O-:11][S:8]([O-:12])(=[O:10])=[O:9].[Cu+2:13].[Cu+2:13].[Cu+2:13] |f:0.1.2,3.4,5.6,7.8.9.10.11.12.13|. Procedure: Tribasic copper sulfate was prepared according to the procedure described in Example 4. Initially the reactor vessel contained 100 ml of an aqueous solution of ammonium sulfate (400 g/l). An aqueous, acidic solution of copper sulfate (40 g Cu/l, pH 1.0) was added to the reactor vessel at a flow rate of 5 ml/min. and admixed with an aqueous solution of ammonium hydroxide (13% NH3), which was added at a flow rate sufficient to maintain a reaction pH of about 5.0. The tribasic copper sulfate immedi... Isolated yield 91.7%. The reactants are O=C1NC(=NC=2C=CC3=C(C12)C=C(C=C3)CNC3=CC=C(C(=O)N[C@@H](CCC(=O)OCC)C(=O)OCC)C=C3)NC(C(C)(C)C)=O (diethyl N-(4-(((1,2-dihydro-1-oxo-3-pivalamidobenzo[f]quinazolin-9-yl)methyl)amino)benzoyl)-L-glutamate), Cl (HCl). The solvent is CO (methanol), [OH-].[Na+] (NaOH). Reaction SMILES: [O:1]=[C:2]1[C:11]2[C:10]3[CH:12]=[C:13]([CH2:16][NH:17][C:18]4[CH:39]=[CH:38][C:21]([C:22]([NH:24][C@H:25]([C:33]([O:35]CC)=[O:34])[CH2:26][CH2:27][C:28]([O:30]CC)=[O:29])=[O:23])=[CH:20][CH:19]=4)[CH:14]=[CH:15][C:9]=3[CH:8]=[CH:7][C:6]=2[N:5]=[C:4]([NH:40]C(=O)C(C)(C)C)[NH:3]1.Cl>CO.[OH-].[Na+]>[NH2:40][C:4]1[NH:3][C:2](=[O:1])[C:11]2[C:10]3[CH:12]=[C:13]([CH2:16][NH:17][C:18]4[CH:19]=[CH:20][C:21]([C:22]([NH:24][C@H:25]([C:33]([OH:35])=[O:34])[CH2:26][CH2:27][C:28]([OH:30])=[O:29])=[O:23])=[CH:38][CH:39]=4)[CH:14]=[CH:15][C:9]=3[CH:8]=[CH:7][C:6]=2[N:5]=1 |f:3.4|. Procedure: A solution of diethyl N-(4-(((1,2-dihydro-1-oxo-3-pivalamidobenzo[f]quinazolin-9-yl)methyl)amino)benzoyl)-L-glutamate (0.31 g, 0.49 mmol) in methanol (15 ml) and 1 N NaOH (5 ml) was stirred under nitrogen at reflux for 1.5 hours and then allowed to cool. The solution was adjusted to pH 3 with 1 N—HCl under nitrogen and the resulting precipitate was filtered under nitrogen, washed with water, and dried under high vacuum to give N-(4-(((3-amino-1,2-dihydro-1-oxobenzo[f]quinazolin-9-yl)methyl)amino... Product: NC1=NC=2C=CC3=C(C2C(N1)=O)C=C(C=C3)CNC3=CC=C(C(=O)N[C@@H](CCC(=O)O)C(=O)O)C=C3 (N-(4-(((3-amino-1,2-dihydro-1-oxobenzo[f]quinazolin-9-yl)methyl)amino)benzoyl)-L-glutamic acid). Reactants: [F-].C(CCC)[N+](CCCC)(CCCC)CCCC (Tetrabutylammonium fluoride), [Si](C)(C)(C(C)(C)C)OCCCC(CC1N(C(C2=CC=CC=C12)=O)C1=NC2=NC(=CC=C2C=C1)OC)=O (3-(5-tert-butyldimethylsilyloxy-2-oxopentyl)-2-(7-methoxy-1,8-naphthyridin-2-yl)-1-isoindolinone), ice, O (water). The solvent is O1CCCC1 (tetrahydrofuran). Conditions: temperature 0 celsius, time 5 minute. Yields the product OCCCC(CC1N(C(C2=CC=CC=C12)=O)C1=NC2=NC(=CC=C2C=C1)OC)=O (3-(5-hydroxy-2-oxopentyl)-2-(7-methoxy-1,8-naphthyridin-2-yl)-1-isoindolinone). Yield: 78.6%. Reaction SMILES: [F-].C([N+](CCCC)(CCCC)CCCC)CCC.[Si]([O:26][CH2:27][CH2:28][CH2:29][C:30](=[O:54])[CH2:31][CH:32]1[C:40]2[C:35](=[CH:36][CH:37]=[CH:38][CH:39]=2)[C:34](=[O:41])[N:33]1[C:42]1[CH:51]=[CH:50][C:49]2[C:44](=[N:45][C:46]([O:52][CH3:53])=[CH:47][CH:48]=2)[N:43]=1)(C(C)(C)C)(C)C.O>O1CCCC1>[OH:26][CH2:27][CH2:28][CH2:29][C:30](=[O:54])[CH2:31][CH:32]1[C:40]2[C:35](=[CH:36][CH:37]=[CH:38][CH:39]=2)[C:34](=[O:41])[N:33]1[C:42]1[CH:51]=[CH:50][C:49]2[C:44](=[N:45][C:46]([O:52][CH3:53])=[CH:47][CH:48]=2)[N:43]=1 |f:0.1|. Procedure details: Tetrabutylammonium fluoride (11.5 g) is added in small portions at a temperature in the region of 0° C. to a solution of 3-(5-tert-butyldimethylsilyloxy-2-oxopentyl)-2-(7-methoxy-1,8-naphthyridin-2-yl)-1-isoindolinone (9.2 g) in anhydrous tetrahydrofuran (185 cc), and the solution obtained is stirred for 5 minutes at a temperature in the region of 0° C. The reaction mixture is then stirred for 1 hour 30 minutes at a temperature in the region of 20° C. and then poured into a mixture of ice (200 g...